From a dataset of the Open Reaction Database (ORD), a public repository of structured organic reaction records. describe an organic reaction: reactants, conditions, products, and yield Reactants: OC[C@@H]1[C@H]2CC[C@@H](C[C@@H]1C1=CC=C(C=C1)I)N2C (2β-hydroxymethyl-3β-(4-iodophenyl)tropane), C([C@@H](O)[C@H](O)C(=O)O)(=O)O (D-tartaric acid). Solvent: CO (MeOH). Yields the product C(=O)(O)[C@@H](O)[C@H](O)C(=O)O.OC[C@@H]1[C@H]2CC[C@@H](C[C@@H]1C1=CC=C(C=C1)I)N2C (2β-hydroxymethyl-3β-(4-iodophenyl)-tropane-D-Tartrate). Reaction SMILES: [OH:1][CH2:2][C@H:3]1[C@@H:9]([C:10]2[CH:15]=[CH:14][C:13]([I:16])=[CH:12][CH:11]=2)[CH2:8][C@H:7]2[N:17]([CH3:18])[C@@H:4]1[CH2:5][CH2:6]2.[C:19]([OH:28])(=[O:27])[C@H:20]([C@@H:22]([C:24]([OH:26])=[O:25])[OH:23])[OH:21]>CO>[C:24]([C@H:22]([C@@H:20]([C:19]([OH:28])=[O:27])[OH:21])[OH:23])([OH:26])=[O:25].[OH:1][CH2:2][C@H:3]1[C@@H:9]([C:10]2[CH:11]=[CH:12][C:13]([I:16])=[CH:14][CH:15]=2)[CH2:8][C@H:7]2[N:17]([CH3:18])[C@@H:4]1[CH2:5][CH2:6]2 |f:3.4|. Reported procedure: As shown in FIG. 1, 5 mmol 3β-(4-iodophenyl)-2β-(carbomethoxy)tropane (β-CIT (1)) is dissolved in 25 ml ethyl ether at 0° C., and 2 equivalents of lithium borohydride (LiBH4) are added. The temperature is raised to room temperature, and stirring is continued for approximately 2 hr. The reaction is quenched with water and the aqueous phase of the mixture is extracted with methylene chloride. The organic phase is collected and dried over magnesium sulfate and the solvent is removed to give 2β-hydr... The reactants are CC(C)(C)OC(=O)Nc1ccccc1CN1C(=O)N(c2ccc(C#N)c(C(F)(F)F)c2)C(=O)C1(C)C, CCOC(C)=O, CCOCC, Cl. As a reaction SMILES: [C:1](#[N:2])[c:3]1[c:4]([C:33]([F:34])([F:35])[F:36])[cH:5][c:6]([N:9]2[C:10](=[O:32])[N:11]([CH2:17][c:18]3[c:19]([NH:24][C:25](=[O:26])[O:27][C:28]([CH3:29])([CH3:30])[CH3:31])[cH:20][cH:21][cH:22][cH:23]3)[C:12]([CH3:15])([CH3:16])[C:13]2=[O:14])[cH:7][cH:8]1.[CH3:38][CH2:39][O:40][C:41](=[O:42])[CH3:43].[CH3:44][CH2:45][O:46][CH2:47][CH3:48].[ClH:37]>>[C:1](#[N:2])[c:3]1[c:4]([C:33]([F:34])([F:35])[F:36])[cH:5][c:6]([N:9]2[C:10](=[O:32])[N:11]([CH2:17][c:18]3[c:19]([NH2:24])[cH:20][cH:21][cH:22][cH:23]3)[C:12]([CH3:15])([CH3:16])[C:13]2=[O:14])[cH:7][cH:8]1.[ClH:37]. The product is CC1(C)C(=O)N(c2ccc(C#N)c(C(F)(F)F)c2)C(=O)N1Cc1ccccc1N, Cl. Starting materials: OC1=CC=C(C(=O)OCC2=CC=CC=C2)C=C1 (benzyl p-hydroxybenzoate), C(CCCC(=O)Cl)(=O)Cl (glutaric acid dichloride). The product is C(C1=CC=CC=C1)OC(=O)C1=CC=C(C=C1)OC(CCCC(=O)OC1=CC=C(C=C1)C(=O)OCC1=CC=CC=C1)=O (di(p-benzyloxycarbonylphenyl)glutarate). As a reaction SMILES: [OH:1][C:2]1[CH:17]=[CH:16][C:5]([C:6]([O:8][CH2:9][C:10]2[CH:15]=[CH:14][CH:13]=[CH:12][CH:11]=2)=[O:7])=[CH:4][CH:3]=1.[C:18](Cl)(=[O:25])[CH2:19][CH2:20][CH2:21][C:22](Cl)=[O:23]>>[CH2:9]([O:8][C:6]([C:5]1[CH:16]=[CH:17][C:2]([O:1][C:18](=[O:25])[CH2:19][CH2:20][CH2:21][C:22]([O:1][C:2]2[CH:3]=[CH:4][C:5]([C:6]([O:8][CH2:9][C:10]3[CH:11]=[CH:12][CH:13]=[CH:14][CH:15]=3)=[O:7])=[CH:16][CH:17]=2)=[O:23])=[CH:3][CH:4]=1)=[O:7])[C:10]1[CH:15]=[CH:14][CH:13]=[CH:12][CH:11]=1. Procedure details: A similar procedure to Example 1 is carried out by using 22.8 g of benzyl p-hydroxybenzoate and 8.45 g of glutaric acid dichloride to yield di(p-benzyloxycarbonylphenyl)glutarate, m.p. 93°-94° C., as white crystals. The reactants are S1C(SC2=C1C=CC=C2)=NN2C(SCC2=O)=S (3-[(1,3-Benzodithiol-2-ylidene)amino]-2-thioxo-4-thiazolidinone), C1(=CC=CC=C1)CC=O (phenylacetaldehyde). Reagents/catalysts: C(C)(=O)O.N1CCCCC1 (acetic acid piperidine). Run in C(OC)COC (glyme). Yields the product S1C(SC2=C1C=CC=C2)=NN2C(SC(C2=O)=CCC2=CC=CC=C2)=S (3-(1,3-Benzodithiol-2-ylideneamino)-5-(2-phenylethylidene)-2-thioxo-4-thiazolidinone). Reaction SMILES: [S:1]1[C:5]2[CH:6]=[CH:7][CH:8]=[CH:9][C:4]=2[S:3][C:2]1=[N:10][N:11]1[C:15](=[O:16])[CH2:14][S:13][C:12]1=[S:17].[C:18]1([CH2:24][CH:25]=O)[CH:23]=[CH:22][CH:21]=[CH:20][CH:19]=1>C(O)(=O)C.N1CCCCC1.C(COC)OC>[S:1]1[C:5]2[CH:6]=[CH:7][CH:8]=[CH:9][C:4]=2[S:3][C:2]1=[N:10][N:11]1[C:15](=[O:16])[C:14](=[CH:25][CH2:24][C:18]2[CH:23]=[CH:22][CH:21]=[CH:20][CH:19]=2)[S:13][C:12]1=[S:17] |f:2.3|. Procedure details: A slurry of 2.98 g of 3-[(1,3-benzodithiol-2-ylidene)amino]-2-thioxo-4-thiazolidinone (see example 37), phenylacetaldehyde (10 ml, excess) and acetic acid/piperidine (10 drops) in 600 ml of anhydrous glyme is heated at reflux for four days. The reaction mixture is filtered while hot, and the solid is collected and recrystallized from dimethylformamide to yield 1.78 g of the title compound, melting point 233°-234° C. Starting materials: [Br-], [Br-], [Br-], CCC1(C(O)CCc2ccc(OC)c(OC)c2)CC1, [Li+], [Zn+2]. The product is CCC(=CCCc1ccc(OC)c(OC)c1)CCBr. Reaction SMILES: [Br-:21].[Br-:22].[Br-:24].[CH3:1][O:2][c:3]1[cH:4][c:5]([CH2:11][CH2:12][CH:13]([OH:14])[C:15]2([CH2:18][CH3:19])[CH2:16][CH2:17]2)[cH:6][cH:7][c:8]1[O:9][CH3:10].[Li+:20].[Zn+2:23]>>[CH3:1][O:2][c:3]1[cH:4][c:5]([CH2:11][CH2:12][CH:13]=[C:15]([CH2:16][CH2:17][Br:21])[CH2:18][CH3:19])[cH:6][cH:7][c:8]1[O:9][CH3:10]. Starting materials: C#Cc1cccc(CNC(=O)OC(C)(C)C)c1, CC#N, [Cu]I, Cc1ccc(Oc2ccc(Nc3ncnc(I)c3N)cc2C)cn1, I. Yields the product Cc1ccc(Oc2ccc(Nc3ncnc(C#Cc4cccc(CNC(=O)OC(C)(C)C)c4)c3N)cc2C)cn1. RXN SMILES: [C:26](#[CH:27])[c:28]1[cH:29][c:30]([CH2:31][NH:32][C:33]([O:34][C:35]([CH3:36])([CH3:37])[CH3:38])=[O:39])[cH:40][cH:41][cH:42]1.[CH3:43][C:44]#[N:45].[Cu:46][I:47].[I:2][c:3]1[c:4]([NH2:25])[c:5]([NH:9][c:10]2[cH:11][c:12]([CH3:24])[c:13]([O:16][c:17]3[cH:18][n:19][c:20]([CH3:23])[cH:21][cH:22]3)[cH:14][cH:15]2)[n:6][cH:7][n:8]1.[IH:1]>>[c:3]1([C:27]#[C:26][c:28]2[cH:29][c:30]([CH2:31][NH:32][C:33]([O:34][C:35]([CH3:36])([CH3:37])[CH3:38])=[O:39])[cH:40][cH:41][cH:42]2)[c:4]([NH2:25])[c:5]([NH:9][c:10]2[cH:11][c:12]([CH3:24])[c:13]([O:16][c:17]3[cH:18][n:19][c:20]([CH3:23])[cH:21][cH:22]3)[cH:14][cH:15]2)[n:6][cH:7][n:8]1. The reactants are CCN1OCCC(C(O)c2cc(C(C)(C)C)c(O)c(C(C)(C)C)c2)C1=O, O, Cc1ccc(S(=O)(=O)O)cc1, c1ccccc1. Product: CCN1OCCC(=Cc2cc(C(C)(C)C)c(O)c(C(C)(C)C)c2)C1=O. As a reaction SMILES: [C:1]([CH3:2])([CH3:3])([CH3:4])[c:5]1[cH:6][c:7]([CH:16]([CH:17]2[C:18](=[O:25])[N:19]([CH2:23][CH3:24])[O:20][CH2:21][CH2:22]2)[OH:26])[cH:8][c:9]([C:12]([CH3:13])([CH3:14])[CH3:15])[c:10]1[OH:11].[OH2:27].[c:28]1([CH3:29])[cH:30][cH:31][c:32]([S:33]([OH:34])(=[O:35])=[O:36])[cH:37][cH:38]1.[cH:39]1[cH:40][cH:41][cH:42][cH:43][cH:44]1>>[C:1]([CH3:2])([CH3:3])([CH3:4])[c:5]1[cH:6][c:7]([CH:16]=[C:17]2[C:18](=[O:25])[N:19]([CH2:23][CH3:24])[O:20][CH2:21][CH2:22]2)[cH:8][c:9]([C:12]([CH3:13])([CH3:14])[CH3:15])[c:10]1[OH:11]. Reactants: C(C)(C)C1=C(C=CC=C1)NC(=S)N/N=C/C1=CC=C(C=C1)C1=NN(C=N1)C1=CC=C(C=C1)C(F)(F)F ((E)-N-(2-isopropylphenyl)-2-(4-(1-(4-(trifluoromethyl)phenyl)-1H-1,2,4-triazol-3-yl)benzylidene)hydrazinecarbothioamide), C([O-])([O-])=O.[K+].[K+] (potassium carbonate), BrCCCCl (1-bromo-3-chloropropane). Solvent: CC(CC)=O (butanone), C(Cl)Cl (DCM). Run at temperature 60 celsius. Yields the product title compound 87C, C(C)(C)C1=C(C=CC=C1)\N=C\1/SCCCN1/N=C/C1=CC=C(C=C1)C1=NN(C=N1)C1=CC=C(C=C1)C(F)(F)F ((2Z,NE)-2-((2-isopropylphenyl)imino)-N-(4-(1-(4-(trifluoromethyl)phenyl)-1H-1,2,4-triazol-3-yl)benzylidene)-1,3-thiazinan-3-amine). The yield is 13.2%. As a reaction SMILES: [CH:1]([C:4]1[CH:9]=[CH:8][CH:7]=[CH:6][C:5]=1[NH:10][C:11]([NH:13]/[N:14]=[CH:15]/[C:16]1[CH:21]=[CH:20][C:19]([C:22]2[N:26]=[CH:25][N:24]([C:27]3[CH:32]=[CH:31][C:30]([C:33]([F:36])([F:35])[F:34])=[CH:29][CH:28]=3)[N:23]=2)=[CH:18][CH:17]=1)=[S:12])([CH3:3])[CH3:2].C(=O)([O-])[O-].[K+].[K+].Br[CH2:44][CH2:45][CH2:46]Cl>CC(=O)CC.C(Cl)Cl>[CH:1]([C:4]1[CH:9]=[CH:8][CH:7]=[CH:6][C:5]=1/[N:10]=[C:11]1\[S:12][CH2:44][CH2:45][CH2:46][N:13]\1/[N:14]=[CH:15]/[C:16]1[CH:17]=[CH:18][C:19]([C:22]2[N:26]=[CH:25][N:24]([C:27]3[CH:28]=[CH:29][C:30]([C:33]([F:35])([F:36])[F:34])=[CH:31][CH:32]=3)[N:23]=2)=[CH:20][CH:21]=1)([CH3:3])[CH3:2] |f:1.2.3|. Procedure: To (E)-N-(2-isopropylphenyl)-2-(4-(1-(4-(trifluoromethyl)phenyl)-1H-1,2,4-triazol-3-yl)benzylidene)hydrazinecarbothioamide (200 mg, 0.393 mmol) and potassium carbonate (217 mg, 1.57 mmol) in butanone (10 ml) in a 25 mL vial equipped with a stir bar and vigruex column was added 1-bromo-3-chloropropane (0.047 ml, 0.472 mmol). The reaction was heated to 60° C. overnight. The reaction was determined to be complete by LCMS. The reaction mixture was diluted with DCM and washed with water. The aqueous ... Starting materials: O (water), FC(C(C(F)(F)F)(OCOC)C1=CC(=C(C=C1)O)CCC)(F)F (4-(1,1,1,3,3,3-hexafluoro-2-(methoxymethoxy)propan-2-yl)-2-propylphenol), C([O-])([O-])=O.[K+].[K+] (potassium carbonate), resultant mixture, FC=1C=CC(=C(C=O)C1)[N+](=O)[O-] (5-fluoro-2-nitrobenzaldehyde). Run in CN(C=O)C (N,N-dimethylformamide). Conditions: temperature 60 celsius, time 1 hour. Yields the product FC(C(C(F)(F)F)(OCOC)C1=CC(=C(OC=2C=CC(=C(C=O)C2)[N+](=O)[O-])C=C1)CCC)(F)F (5-(4-(1,1,1,3,3,3-Hexafluoro-2-(methoxymethoxy)propan-2-yl)-2-propylphenoxy)-2-nitrobenzaldehyde). Yield: 89.4%. RXN SMILES: [F:1][C:2]([F:23])([F:22])[C:3]([C:12]1[CH:17]=[CH:16][C:15]([OH:18])=[C:14]([CH2:19][CH2:20][CH3:21])[CH:13]=1)([O:8][CH2:9][O:10][CH3:11])[C:4]([F:7])([F:6])[F:5].C(=O)([O-])[O-].[K+].[K+].F[C:31]1[CH:32]=[CH:33][C:34]([N+:39]([O-:41])=[O:40])=[C:35]([CH:38]=1)[CH:36]=[O:37].O>CN(C)C=O>[F:1][C:2]([F:22])([F:23])[C:3]([C:12]1[CH:17]=[CH:16][C:15]([O:18][C:31]2[CH:32]=[CH:33][C:34]([N+:39]([O-:41])=[O:40])=[C:35]([CH:38]=2)[CH:36]=[O:37])=[C:14]([CH2:19][CH2:20][CH3:21])[CH:13]=1)([O:8][CH2:9][O:10][CH3:11])[C:4]([F:6])([F:5])[F:7] |f:1.2.3|. Procedure details: To a solution of 4-(1,1,1,3,3,3-hexafluoro-2-(methoxymethoxy)propan-2-yl)-2-propylphenol (500 mg, 1.44 mmol) in N,N-dimethylformamide (7.2 mL), potassium carbonate (300 mg, 2.17 mmol) was added. Under ice-cold conditions, the resultant mixture was added with 5-fluoro-2-nitrobenzaldehyde (220 mg, 1.30 mmol) and stirred at 60° C. for 1 hour. The reaction solution was cooled down to room temperature, added with water, and extracted with ethyl acetate. The organic layer was washed with brine, dried ...